From a dataset of the Open Reaction Database (ORD), a public repository of structured organic reaction records. describe an organic reaction: reactants, conditions, products, and yield Starting materials: C (charcoal), CN (methylamine), N1=C(C=CC=C1)C1(OCCCS1)C(=S)SC (methyl 2-(pyrid-2-yl)-1,3-oxathiane-2-carbodithioate). Solvent: C(C)O (ethanol), C(C)O (ethanol), C(C)O (ethanol). Reaction conditions: temperature 2 celsius, time 30 minute. The product is CNC(=S)C1(OCCCS1)C1=NC=CC=C1 (N-Methyl-2-(pyrid-2-yl)-1,3-oxathiane-2-carbothioamide). As a reaction SMILES: [CH3:1][NH2:2].[N:3]1[CH:8]=[CH:7][CH:6]=[CH:5][C:4]=1[C:9]1([C:15]([S:17]C)=S)[S:14][CH2:13][CH2:12][CH2:11][O:10]1.C>C(O)C>[CH3:1][NH:2][C:15]([C:9]1([C:4]2[CH:5]=[CH:6][CH:7]=[CH:8][N:3]=2)[S:14][CH2:13][CH2:12][CH2:11][O:10]1)=[S:17]. Procedure: A 33% (weight/volume) solution of methylamine in ethanol (6.5 cc) is added dropwise, in the course of 10 minutes and at a temperature between 34° C. and 37° C., to a solution of methyl 2-(pyrid-2-yl)-1,3-oxathiane-2-carbodithioate (17.5 g) in ethanol (60 cc). The reaction mixture is then stirred for 30 minutes at 2° C. The resulting crystals are filtered off, washed twice with petroleum ether (40 cc in total) and dried under reduced pressure (20 mm Hg; 2.7 kPa) at a temperature of about 20° C. T... The reactants are Cl.FC1=CC=C2C(=CN(C2=C1)S(=O)(=O)C1=CC=CC=C1)C=1C=NN(C1)CCN (2-(4-(6-fluoro-1-(phenylsulfonyl)-1H-indol-3-yl)-1H-pyrazol-1-yl)ethanamine hydrochloride), Cl.FC1=CC=C2C(=CN(C2=C1)S(=O)(=O)C1=CC=CC=C1)C=1C=NN(C1)CCN (2-(4-(6-fluoro-1-(phenylsulfonyl)-1H-indol-3-yl)-1H-pyrazol-1-yl)ethanamine hydrochloride), CC(=O)OC(=O)C (Ac2O). The solvent is N1=CC=CC=C1 (pyridine). Reaction conditions: time 8 hour. Yields the product FC1=CC=C2C(=CN(C2=C1)S(=O)(=O)C1=CC=CC=C1)C=1C=NN(C1)CCNC(C)=O (N-(2-(4-(6-fluoro-1-(phenylsulfonyl)-1H-indol-3-yl)-1H-pyrazol-1-yl)ethyl)acetamide). Yield: 56.7%. Reaction SMILES: Cl.[F:2][C:3]1[CH:11]=[C:10]2[C:6]([C:7]([C:21]3[CH:22]=[N:23][N:24]([CH2:26][CH2:27][NH2:28])[CH:25]=3)=[CH:8][N:9]2[S:12]([C:15]2[CH:20]=[CH:19][CH:18]=[CH:17][CH:16]=2)(=[O:14])=[O:13])=[CH:5][CH:4]=1.[CH3:29][C:30](OC(C)=O)=[O:31]>N1C=CC=CC=1>[F:2][C:3]1[CH:11]=[C:10]2[C:6]([C:7]([C:21]3[CH:22]=[N:23][N:24]([CH2:26][CH2:27][NH:28][C:30](=[O:31])[CH3:29])[CH:25]=3)=[CH:8][N:9]2[S:12]([C:15]2[CH:16]=[CH:17][CH:18]=[CH:19][CH:20]=2)(=[O:14])=[O:13])=[CH:5][CH:4]=1 |f:0.1|. Procedure: To the solution of 2-(4-(6-fluoro-1-(phenylsulfonyl)-1H-indol-3-yl)-1H-pyrazol-1-yl)ethanamine hydrochloride (Intermediate 19; 260 mg; 0.62 mmol) in pyridine (3 mL), was added Ac2O (2.00 mL; 2.13 mmol) under nitrogen. The reaction mixture was stirred overnight. The reaction mixture was concentrated and the residue was trituated with a small amount of EtOAc to afford 150 mg (52%) of the title compound as a red solid, which was used directly without further purification.